Dataset: the Open Reaction Database (ORD), a public repository of structured organic reaction records. Task: describe an organic reaction: reactants, conditions, products, and yield The reactants are [Ag] (silver), C1=CC=CC=C1 (benzene), C(CCCCCCCCCCCCCCCCCCCCC)(=O)O (behenic acid), aqueous solution. The solvent is O (water). Product: C(CCCCCCCCCCCCCCCCCCCCC)(=O)[O-].[Ag+] (silver behenate). As a reaction SMILES: C1C=CC=CC=1.[C:7]([OH:30])(=[O:29])[CH2:8][CH2:9][CH2:10][CH2:11][CH2:12][CH2:13][CH2:14][CH2:15][CH2:16][CH2:17][CH2:18][CH2:19][CH2:20][CH2:21][CH2:22][CH2:23][CH2:24][CH2:25][CH2:26][CH2:27][CH3:28].[Ag:31]>O>[C:7]([O-:30])(=[O:29])[CH2:8][CH2:9][CH2:10][CH2:11][CH2:12][CH2:13][CH2:14][CH2:15][CH2:16][CH2:17][CH2:18][CH2:19][CH2:20][CH2:21][CH2:22][CH2:23][CH2:24][CH2:25][CH2:26][CH2:27][CH3:28].[Ag+:31] |f:4.5|. Procedure details: Into 100 ml benzene at 60° C, 3.4 g of behenic acid was dissolved and further 100 ml of water was added to the solution at 60° C with stirring to produce an emulsion. To the emulsion, 100 ml of an aqueous solution silver ammine complex salt at 10° C was added to form fine particles of silver behenate. The aqueous silver ammine complex salt solution was prepared by adding an aqueous ammonia solution to about 80 ml of an aqueous solution containing 1.7 g of silver nitrate and then adding water to ... Starting materials: NC1(CCOCC1)CN1C(S\C(\C1=O)=C/C=1C=C2C=NN(C2=CC1)CC1=C(C=C(C=C1)C(F)(F)F)C(F)(F)F)=O ((5Z)-3-[(4-Aminotetrahydro-2H-pyran-4-yl)methyl]-5-({1-[2,4-bis(trifluoromethyl)benzyl]-1H-indazol-5-yl}methylidene)-1,3-thiazolidine-2,4-dione), C1(CC1)C(=O)Cl (cyclopropanecarbonyl chloride). Yields the product FC(C1=C(CN2N=CC3=CC(=CC=C23)\C=C/2\C(N(C(S2)=O)CC2(CCOCC2)NC(=O)C2CC2)=O)C=CC(=C1)C(F)(F)F)(F)F (N-(4-{[(5Z)-5-({1-[2,4-Bis(trifluoromethyl)benzyl]-1H-indazol-5-yl}methylidene)-2,4-dioxo-1,3-thiazolidin-3-yl]methyl}tetrahydro-2H-pyran-4-yl)cyclopropane carboxamide). RXN SMILES: [NH2:1][C:2]1([CH2:8][N:9]2[C:13](=[O:14])/[C:12](=[CH:15]/[C:16]3[CH:17]=[C:18]4[C:22](=[CH:23][CH:24]=3)[N:21]([CH2:25][C:26]3[CH:31]=[CH:30][C:29]([C:32]([F:35])([F:34])[F:33])=[CH:28][C:27]=3[C:36]([F:39])([F:38])[F:37])[N:20]=[CH:19]4)/[S:11][C:10]2=[O:40])[CH2:7][CH2:6][O:5][CH2:4][CH2:3]1.[CH:41]1([C:44](Cl)=[O:45])[CH2:43][CH2:42]1>>[F:37][C:36]([F:38])([F:39])[C:27]1[CH:28]=[C:29]([C:32]([F:33])([F:34])[F:35])[CH:30]=[CH:31][C:26]=1[CH2:25][N:21]1[C:22]2[C:18](=[CH:17][C:16](/[CH:15]=[C:12]3/[C:13](=[O:14])[N:9]([CH2:8][C:2]4([NH:1][C:44]([CH:41]5[CH2:43][CH2:42]5)=[O:45])[CH2:3][CH2:4][O:5][CH2:6][CH2:7]4)[C:10](=[O:40])[S:11]/3)=[CH:24][CH:23]=2)[CH:19]=[N:20]1. Procedure details: N-(4-{[(5Z)-5-({1-[2,4-Bis(trifluoromethyl)benzyl]-1H-indazol-5-yl}methylidene)-2,4-dioxo-1,3-thiazolidin-3-yl]methyl}tetrahydro-2H-pyran-4-yl)cyclopropane carboxamide was prepared from (5Z)-3-[(4-aminotetrahydro-2H-pyran-4-yl)methyl]-5-({1-[2,4-bis(trifluoromethyl)benzyl]-1H-indazol-5-yl}methylidene)-1,3-thiazolidine-2,4-dione (Example 310) and cyclopropanecarbonyl chloride following General Procedure R3. The reactants are C(C)(C)(C)OC(NC1=C(C=C(C(=C1)OCC(F)(F)F)Cl)[N+](=O)[O-])=O ([4-chloro-2-nitro-5-(2,2,2-trifluoro-ethoxy)-phenyl]-carbamic acid tert-butyl ester). Reagents/catalysts: [Pt] (Pt/C). The product is C(C)(C)(C)OC(NC1=C(C=C(C(=C1)OCC(F)(F)F)Cl)N)=O ([2-Amino-4-chloro-5-(2,2,2-trifluoro-ethoxy)-phenyl]-carbamic acid tert-butyl ester), solid. The yield is 99.0%. As a reaction SMILES: [C:1]([O:5][C:6](=[O:24])[NH:7][C:8]1[CH:13]=[C:12]([O:14][CH2:15][C:16]([F:19])([F:18])[F:17])[C:11]([Cl:20])=[CH:10][C:9]=1[N+:21]([O-])=O)([CH3:4])([CH3:3])[CH3:2]>[Pt]>[C:1]([O:5][C:6](=[O:24])[NH:7][C:8]1[CH:13]=[C:12]([O:14][CH2:15][C:16]([F:19])([F:17])[F:18])[C:11]([Cl:20])=[CH:10][C:9]=1[NH2:21])([CH3:4])([CH3:2])[CH3:3]. Reported procedure: The title compound was prepared from ([4-chloro-2-nitro-5-(2,2,2-trifluoro-ethoxy)-phenyl]-carbamic acid tert-butyl ester (Example A25) (8.70 g, 23.5 mmol) by hydrogenation with 5% Pt/C according to the general procedure J (method a). Obtained as a yellow solid (7.94 g, 99%). Starting materials: CC(C)(C)OC(=O)N1CC(P(c2ccccc2)c2ccccc2)CC1(CP(c1ccccc1)c1ccccc1)P(c1ccccc1)c1ccccc1, COCCOCC(=CC1(C(=O)O)CCCC1)C(=O)OC(C)(C)C, NC1CCCCC1. Product: COCCOCC(CC1(C(=O)O)CCCC1)C(=O)OC(C)(C)C. Reaction SMILES: [C:31]([O:32][C:33]([N:34]1[CH2:35][CH:36]([P:37]([c:38]2[cH:39][cH:40][cH:41][cH:42][cH:43]2)[c:44]2[cH:45][cH:46][cH:47][cH:48][cH:49]2)[CH2:50][C:51]1([P:52]([c:53]1[cH:54][cH:55][cH:56][cH:57][cH:58]1)[c:59]1[cH:60][cH:61][cH:62][cH:63][cH:64]1)[CH2:65][P:66]([c:67]1[cH:68][cH:69][cH:70][cH:71][cH:72]1)[c:73]1[cH:74][cH:75][cH:76][cH:77][cH:78]1)=[O:79])([CH3:80])([CH3:81])[CH3:82].[C:8]([CH3:9])([CH3:10])([CH3:11])[O:12][C:13](=[O:14])[C:15](=[CH:16][C:17]1([C:22](=[O:23])[OH:24])[CH2:18][CH2:19][CH2:20][CH2:21]1)[CH2:25][O:26][CH2:27][CH2:28][O:29][CH3:30].[CH:1]1([NH2:2])[CH2:3][CH2:4][CH2:5][CH2:6][CH2:7]1>>[C:8]([CH3:9])([CH3:10])([CH3:11])[O:12][C:13](=[O:14])[CH:15]([CH2:16][C:17]1([C:22](=[O:23])[OH:24])[CH2:18][CH2:19][CH2:20][CH2:21]1)[CH2:25][O:26][CH2:27][CH2:28][O:29][CH3:30].